This data is from the Open Reaction Database (ORD), a public repository of structured organic reaction records. The task is: describe an organic reaction: reactants, conditions, products, and yield Starting materials: NC1=NC(=CC(N1)=O)Cl (2-amino-6-chloropyrimidin-4(3H)-one), C1(=CC=CC=C1)OC1=CC=CC=C1 (diphenyl ether). The product is N1C=CC2=CC=CC=C12 (Indole), C1(CCCCC1)=O (cyclohexanone), tricyclic. RXN SMILES: N[C:2]1[NH:7][C:6](=O)[CH:5]=[C:4](Cl)N=1.[C:10]1([O:16]C2C=CC=CC=2)[CH:15]=[CH:14][CH:13]=[CH:12][CH:11]=1>>[NH:7]1[C:2]2[C:4](=[CH:15][CH:10]=[CH:11][CH:12]=2)[CH:5]=[CH:6]1.[C:10]1(=[O:16])[CH2:15][CH2:14][CH2:13][CH2:12][CH2:11]1. Procedure: The synthesis of target compounds commenced from commercially available 2-amino-6-chloropyrimidin-4(3H)-one (1) using a method reported by Taylor et al1 to obtain 2 in 46% yield (Scheme 5). A thermal Fisher Indole-cyclization of 2 and cyclohexanone in diphenyl ether furnished the tricyclic scaffold 3. The partially saturated ring in 3 was oxidized using 10% Pd/C to provide 4 in 57% yield. Pivaloyl protection of 4 gave 5, and subsequent chlorination afforded the synthetic intermediate 6. Compound... Reactants: C(C)(=O)NC1=C(C=C(C=C1)SCCC)[N+](=O)[O-] (1-acetamido-2-nitro-4-n-propylthiobenzene), [OH-].[Na+] (sodium hydroxide), C(Cl)(Cl)Cl (chloroform), C(C)(=O)OO (peracetic acid). The solvent is CO (methanol). Reaction conditions: temperature 20 celsius, time 4 hour. Product: NC1=C(C=C(C=C1)S(=O)CCC)[N+](=O)[O-] (1-amino-2-nitro-4-n-propylsulfinylbenzene). Reaction SMILES: C([NH:4][C:5]1[CH:10]=[CH:9][C:8]([S:11][CH2:12][CH2:13][CH3:14])=[CH:7][C:6]=1[N+:15]([O-:17])=[O:16])(=O)C.C(Cl)(Cl)Cl.C(OO)(=[O:24])C.[OH-].[Na+]>CO>[NH2:4][C:5]1[CH:10]=[CH:9][C:8]([S:11]([CH2:12][CH2:13][CH3:14])=[O:24])=[CH:7][C:6]=1[N+:15]([O-:17])=[O:16] |f:3.4|. Reported procedure: 3.81 G. of 1-acetamido-2-nitro-4-n-propylthiobenzene in 35 ml. chloroform is treated at -20° to -15° C with a solution of 3.0 g. 40% peracetic acid in 3 ml. methanol. The mixture is allowed to warm to 20° C and stirred at 15°-25° C for four hours, then washed with sodium bisulfite solution and sodium bicarbonate solution. Removal of the chloroform leaves a gum which is treated on a steam bath, with 15 ml. 5N sodium hydroxide for one hour. The mixture is cooled, extracted with chloroform, separat... The reactants are O=C([O-])O, CCOCC, O=C(Cl)Oc1ccccc1, CC1COCCN1c1cc(CS(=O)(=O)c2ccc(F)cc2)nc(-c2ccc(N)cc2)n1, [Na+], C1COCCO1. Product: CC1COCCN1c1cc(CS(=O)(=O)c2ccc(F)cc2)nc(-c2ccc(NC(=O)Oc3ccccc3)cc2)n1. RXN SMILES: [C:42](=[O:43])([OH:44])[O-:45].[CH3:47][CH2:48][O:49][CH2:50][CH3:51].[Cl:1][C:2](=[O:3])[O:4][c:5]1[cH:6][cH:7][cH:8][cH:9][cH:10]1.[F:11][c:12]1[cH:13][cH:14][c:15]([S:18](=[O:19])(=[O:20])[CH2:21][c:22]2[n:23][c:24](-[c:35]3[cH:36][cH:37][c:38]([NH2:39])[cH:40][cH:41]3)[n:25][c:26]([N:28]3[CH:29]([CH3:34])[CH2:30][O:31][CH2:32][CH2:33]3)[cH:27]2)[cH:16][cH:17]1.[Na+:46].[O:52]1[CH2:53][CH2:54][O:55][CH2:56][CH2:57]1>>[C:2](=[O:3])([O:4][c:5]1[cH:6][cH:7][cH:8][cH:9][cH:10]1)[NH:39][c:38]1[cH:37][cH:36][c:35](-[c:24]2[n:23][c:22]([CH2:21][S:18]([c:15]3[cH:14][cH:13][c:12]([F:11])[cH:17][cH:16]3)(=[O:19])=[O:20])[cH:27][c:26]([N:28]3[CH:29]([CH3:34])[CH2:30][O:31][CH2:32][CH2:33]3)[n:25]2)[cH:41][cH:40]1. Starting materials: ClC1=CC(=CC=C1)C(=O)OO (m-Chloroperbenzoic acid), C(C)SC1=NN2C(C3=CC=CC=C13)=NN=C2C2=CC=CC=C2 (6-ethylthio-3-phenyl-1,2,4-triazolo[3,4-a]phthalazine). Run in C(Cl)Cl (methylene chloride). Run at time 5 hour. Product: C(C)S(=O)C1=NN2C(C3=CC=CC=C13)=NN=C2C2=CC=CC=C2 (6-ethylsulfinyl-3-phenyl-1,2,4-triazolo[3,4-a]phthalazine). Reaction SMILES: ClC1C=CC=C(C(OO)=[O:9])C=1.[CH2:12]([S:14][C:15]1[C:24]2[C:19](=[CH:20][CH:21]=[CH:22][CH:23]=2)[C:18]2=[N:25][N:26]=[C:27]([C:28]3[CH:33]=[CH:32][CH:31]=[CH:30][CH:29]=3)[N:17]2[N:16]=1)[CH3:13]>C(Cl)Cl>[CH2:12]([S:14]([C:15]1[C:24]2[C:19](=[CH:20][CH:21]=[CH:22][CH:23]=2)[C:18]2=[N:25][N:26]=[C:27]([C:28]3[CH:33]=[CH:32][CH:31]=[CH:30][CH:29]=3)[N:17]2[N:16]=1)=[O:9])[CH3:13]. Reported procedure: m-Chloroperbenzoic acid (3.1 g) is added to a solution of the compound of example 109 (4.6 g) in methylene chloride (50 ml) and the reaction mixture is stirred at room temperature for five hours. The mixture is washed first with diluted sodium metabisulfite and then with aqueous sodium bicarbonate. The reactants are COC(=O)CCC1(C(C)=O)CC1, CN(C)C=O, [H-], [Na+], C1CCOC1. Yields the product O=C1CCC2(CC2)C(=O)C1. Reaction SMILES: [C:1]([CH3:2])(=[O:3])[C:4]1([CH2:7][CH2:8][C:9]([O:11][CH3:10])=[O:12])[CH2:5][CH2:6]1.[CH3:20][N:21]([CH3:22])[CH:23]=[O:24].[H-:13].[Na+:14].[O:15]1[CH2:16][CH2:17][CH2:18][CH2:19]1>>[C:1]1(=[O:3])[CH2:2][C:9](=[O:11])[CH2:8][CH2:7][C:4]12[CH2:5][CH2:6]2. Starting materials: S(=O)=O (sulfur dioxide), Cl (hydrochloric acid), NC1=CC(=C(C=C1)C=1NC(C2=C(N1)N(N=C2C2CCCCC2)C)=O)OC (6-(4-Amino-2-methoxyphenyl)-3-cyclohexyl-1-methyl-1,5-dihydro-4H-pyrazolo[3,4-d]pyrimidin-4-one), N(=O)[O-].[Na+] (sodium nitrite). Reagents/catalysts: [Cu](Cl)Cl (copper dichloride). Run in C(C)(=O)O (acetic acid), O (water), O (water). Conditions: time 30 minute. Product: C1(CCCCC1)C1=NN(C=2N=C(NC(C21)=O)C2=C(C=C(C=C2)S(=O)(=O)Cl)OC)C (4-(3-Cyclohexyl-1-methyl-4-oxo-4,5-dihydro-1H-pyrazolo[3,4-d]pyrimidin-6-yl)-3-methoxybenzenesulfonyl chloride). Yield: 73.0%. As a reaction SMILES: [ClH:1].N[C:3]1[CH:8]=[CH:7][C:6]([C:9]2[NH:10][C:11](=[O:25])[C:12]3[C:17]([CH:18]4[CH2:23][CH2:22][CH2:21][CH2:20][CH2:19]4)=[N:16][N:15]([CH3:24])[C:13]=3[N:14]=2)=[C:5]([O:26][CH3:27])[CH:4]=1.N([O-])=O.[Na+].[S:32](=[O:34])=[O:33]>O.[Cu](Cl)Cl.C(O)(=O)C>[CH:18]1([C:17]2[C:12]3[C:11](=[O:25])[NH:10][C:9]([C:6]4[CH:7]=[CH:8][C:3]([S:32]([Cl:1])(=[O:34])=[O:33])=[CH:4][C:5]=4[O:26][CH3:27])=[N:14][C:13]=3[N:15]([CH3:24])[N:16]=2)[CH2:23][CH2:22][CH2:21][CH2:20][CH2:19]1 |f:2.3|. Procedure details: To a 2.5 ml concentrated hydrochloric acid/8.5 ml acetic acid mixed solution of 750 mg (2.12 mmol) of the compound obtained in Example 44, a solution of 220 mg (3.2 mmol) of sodium nitrite in 1.5 ml of water was added with ice cooling. The mixture was stirred for 30 minutes at the same temperature. To the resulting solution, 87 mg (0.65 mmol) of copper dichloride and 4.5 ml of a 22% acetic acid solution of sulfur dioxide were added, and the mixture was stirred at room temperature for 6 hours. Th...